Dataset: the Open Reaction Database (ORD), a public repository of structured organic reaction records. Task: describe an organic reaction: reactants, conditions, products, and yield Starting materials: C1(=CC=C(C=C1)[C@H](C)N)C ((S)-1-(p-tolyl)ethylamine), C(C)(=O)N1C(OC([C@@H]1C)=O)=O ((S)-3-Acetyl-4-methyl-2,5-oxazolidinedione), Cl (hydrochloric acid). Solvent: C(C)(=O)OCC (ethyl acetate). Reaction conditions: time 30 minute. Yields the product C1(=CC=C(C=C1)[C@H](C)NC([C@@H](NC(C)=O)C)=O)C (N-acetyl-L-alanine-(S)-1-(p-tolyl)ethylamide). The yield is 56.7%. As a reaction SMILES: [C:1]([N:4]1[C@@H:8]([CH3:9])[C:7](=[O:10])OC1=O)(=[O:3])[CH3:2].[C:12]1([CH3:21])[CH:17]=[CH:16][C:15]([C@@H:18]([NH2:20])[CH3:19])=[CH:14][CH:13]=1.Cl>C(OCC)(=O)C>[C:12]1([CH3:21])[CH:17]=[CH:16][C:15]([C@@H:18]([NH:20][C:7](=[O:10])[C@H:8]([CH3:9])[NH:4][C:1](=[O:3])[CH3:2])[CH3:19])=[CH:14][CH:13]=1. Reported procedure: (S)-3-Acetyl-4-methyl-2,5-oxazolidinedione (N-acetyl-L-alanine-NCA)(424 mg, 2.7 mmol) was dissolved in ethyl acetate (10 mL), followed by the addition of (S)-1-(p-tolyl)ethylamine (406 mg, 3 mmol) at 0° C. The resulting mixture was stirred for 30 minutes. The reaction mixture was poured into 1 N hydrochloric acid (25 mL), followed by extraction with ethyl acetate (25 mL). The organic layer was washed successively with a saturated aqueous solution of sodium hydrogencarbonate (25 mL) and a saturat...